This data is from the Open Reaction Database (ORD), a public repository of structured organic reaction records. The task is: describe an organic reaction: reactants, conditions, products, and yield Starting materials: C([O-])([O-])=O.[Cs+].[Cs+] (caesium carbonate), [I-].[Na+] (sodium iodide), OC=1C=C(CO)C=CC1OC (3-hydroxy-4-methoxybenzyl alcohol), C1(CCCC1)OBr (cyclopentyloxybromide). The product is EtOAc C6H14, C1(CCCC1)OC=1C=C(CO)C=CC1OC (3-Cyclopentyloxy-4-methoxybenzylalcohol). The yield is 35.8%. As a reaction SMILES: [OH:1][C:2]1[CH:3]=[C:4]([CH:7]=[CH:8][C:9]=1[O:10][CH3:11])[CH2:5][OH:6].[CH:12]1(OBr)[CH2:16][CH2:15][CH2:14][CH2:13]1.C(=O)([O-])[O-].[Cs+].[Cs+].[I-].[Na+]>>[CH:12]1([O:1][C:2]2[CH:3]=[C:4]([CH:7]=[CH:8][C:9]=2[O:10][CH3:11])[CH2:5][OH:6])[CH2:16][CH2:15][CH2:14][CH2:13]1 |f:2.3.4,5.6|. Procedure: From 3-hydroxy-4-methoxybenzyl alcohol (50 g, 0.324 mol), cyclopentyloxybromide (70 ml, 0.648 mol), caesium carbonate (72.83 g, 0.222 mol) and sodium iodide (5.63 g, 0.037 mol). Chromatography (SiO2 ; EtOAc-C6H14, 1:3) to yield the title compound (25.782 g). (Found C, 69.92; H, 8.18. C13H18O3 requires C, 70.25; H, 8.16). The reactants are C1(CC1)N (cyclopropanamine), N1=CC=CC=C1 (pyridine), C1(=CC=CC=C1)CC(=O)Cl (phenylacetyl chloride). Run in ClCCl (dichloromethane), C1CCOC1 (THF). Conditions: time 3 hour. Product: C1(=CC=CC=C1)CCNC1CC1 (N-(2-Phenylethyl)cyclopropanamine). As a reaction SMILES: [CH:1]1([NH2:4])[CH2:3][CH2:2]1.N1C=CC=CC=1.[C:11]1([CH2:17][C:18](Cl)=O)[CH:16]=[CH:15][CH:14]=[CH:13][CH:12]=1>ClCCl.C1COCC1>[C:11]1([CH2:17][CH2:18][NH:4][CH:1]2[CH2:3][CH2:2]2)[CH:16]=[CH:15][CH:14]=[CH:13][CH:12]=1. Procedure: To a solution of cyclopropanamine (1 eq.) in dichloromethane (0.13 M) was added sequentially at 0° C. pyridine (1.5 eq.) and phenylacetyl chloride (9 eq.). The resulting mixture was slowly warmed to RT and stirred at RT for 3 h. After quenching with 1 N aq. HCl, the reaction mixture was extracted with EtOAc. The combined organic extracts were washed with sat. aq. NaHCO3 and brine, dried over MgSO4, filtered and the filtrate concentrated in vacuo. The crude amide thus obtained was taken up in THF... Starting materials: BrB(Br)Br, O=C([O-])O, ClCCl, COc1c(F)c(C)cc2c1C(C)(C)CC(O)(C(F)(F)F)C2Nc1ccc(F)c2nc(C)ncc12, [Na+]. Yields the product Cc1ncc2c(NC3c4cc(C)c(F)c(O)c4C(C)(C)CC3(O)C(F)(F)F)ccc(F)c2n1. RXN SMILES: [B:35]([Br:36])([Br:37])[Br:38].[C:39](=[O:40])([OH:41])[O-:42].[Cl:44][CH2:45][Cl:46].[F:1][c:2]1[c:3]([O:33][CH3:34])[c:4]2[c:9]([cH:10][c:11]1[CH3:12])[CH:8]([NH:13][c:14]1[c:15]3[cH:16][n:17][c:18]([CH3:25])[n:19][c:20]3[c:21]([F:24])[cH:22][cH:23]1)[C:7]([OH:26])([C:27]([F:28])([F:29])[F:30])[CH2:6][C:5]2([CH3:31])[CH3:32].[Na+:43]>>[F:1][c:2]1[c:3]([OH:33])[c:4]2[c:9]([cH:10][c:11]1[CH3:12])[CH:8]([NH:13][c:14]1[c:15]3[cH:16][n:17][c:18]([CH3:25])[n:19][c:20]3[c:21]([F:24])[cH:22][cH:23]1)[C:7]([OH:26])([C:27]([F:28])([F:29])[F:30])[CH2:6][C:5]2([CH3:31])[CH3:32]. Reactants: resultant mixture, C1(CC1)C1=C([O-])C(=CC=C1)C.[Na+] (sodium 2-cyclopropyl-6-methylphenoxide), C(CCCCCCC)O (1-octanol), C1(CC1)C1=C(C(=CC=C1)C)O (2-cyclopropyl-6-methylphenol), OC1=C(N=NC(=C1)Cl)Cl (4-hydroxy-3,6-dichloropyridazine). Run in C1(=CC=CC=C1)C (toluene), O (water). Reaction conditions: time 30 minute. The product is ClC1=CC(=C(N=N1)OC1=C(C=CC=C1C)C1CC1)O (6-chloro-3-(2-cyclopropyl-6-methylphenoxy)-4-pyridazinol). Isolated yield 69.1%. RXN SMILES: [CH:1]1([C:4]2[CH:10]=[CH:9][CH:8]=[C:7]([CH3:11])[C:5]=2[O-:6])[CH2:3][CH2:2]1.[Na+].C(O)CCCCCCC.[OH:22][C:23]1[CH:28]=[C:27]([Cl:29])[N:26]=[N:25][C:24]=1Cl.C1(C2C=CC=C(C)C=2O)CC1>C1(C)C=CC=CC=1.O>[Cl:29][C:27]1[N:26]=[N:25][C:24]([O:6][C:5]2[C:7]([CH3:11])=[CH:8][CH:9]=[CH:10][C:4]=2[CH:1]2[CH2:3][CH2:2]2)=[C:23]([OH:22])[CH:28]=1 |f:0.1|. Procedure details: To a mixture of 25.0 g (147 mmol) of sodium 2-cyclopropyl-6-methylphenoxide and 12.5 g of 1-octanol was added 2.5 g (purity: 98.5%; 14.7 mmol) of 4-hydroxy-3,6-dichloropyridazine at room temperature. Then, the resultant mixture was heated from room temperature to 140° C. to effect a reaction for 2 hours. After completion of the reaction, the reaction mixture was cooled to room temperature, and 80.0 g of pure water and 90.0 g of toluene were added to the cooled mixture, and stirred for 30 minutes... Starting materials: C#CC1=CCCCC1, CCCCCCC, Cc1ccc(S(=O)(=O)Oc2ccc(OC(F)(F)F)cc2)cc1. Product: FC(F)(F)Oc1ccc(C#CC2=CCCCC2)cc1. Reaction SMILES: [C:23](#[CH:24])[C:25]1=[CH:26][CH2:27][CH2:28][CH2:29][CH2:30]1.[CH3:31][CH2:32][CH2:33][CH2:34][CH2:35][CH2:36][CH3:37].[F:1][C:2]([O:3][c:4]1[cH:5][cH:6][c:7]([O:10][S:11]([c:12]2[cH:13][cH:14][c:15]([CH3:16])[cH:17][cH:18]2)(=[O:19])=[O:20])[cH:8][cH:9]1)([F:21])[F:22]>>[F:1][C:2]([O:3][c:4]1[cH:5][cH:6][c:7]([C:24]#[C:23][C:25]2=[CH:26][CH2:27][CH2:28][CH2:29][CH2:30]2)[cH:8][cH:9]1)([F:21])[F:22]. The reactants are ClCC1=NC(=CN=C1)C (2-chloromethyl-6-methyl-pyrazine), C(C)N (ethylamine). Run in C1CCOC1 (THF). Yields the product C(C)NCC1=NC(=CN=C1)C (ethyl-(6-methyl-pyrazin-2-ylmethyl)-amine). RXN SMILES: Cl[CH2:2][C:3]1[CH:8]=[N:7][CH:6]=[C:5]([CH3:9])[N:4]=1.[CH2:10]([NH2:12])[CH3:11]>C1COCC1>[CH2:10]([NH:12][CH2:2][C:3]1[CH:8]=[N:7][CH:6]=[C:5]([CH3:9])[N:4]=1)[CH3:11]. Procedure details: prepared by reaction of 2-chloromethyl-6-methyl-pyrazine (prepared according to Eiermann U. et al, Chem. Ber., 1990, 123, 523-533) with 2M ethylamine in THF. Starting materials: CCOC(=O)Oc1ccc(C=CC=CC(=O)OCC=C(C)CCC=C(C)CCC=C(C)C)cc1OC, CO, Cl, [Na+], [Na+], O=C([O-])[O-], O. Product: COc1cc(C=CC=CC(=O)OCC=C(C)CCC=C(C)CCC=C(C)C)ccc1O. RXN SMILES: [CH2:1]([O:2][C:3](=[O:4])[O:6][c:7]1[c:8]([O:35][CH3:36])[cH:9][c:10]([CH:13]=[CH:14][CH:15]=[CH:16][C:17](=[O:18])[O:19][CH2:20][CH:21]=[C:22]([CH3:23])[CH2:24][CH2:25][CH:26]=[C:27]([CH3:28])[CH2:29][CH2:30][CH:31]=[C:32]([CH3:33])[CH3:34])[cH:11][cH:12]1)[CH3:5].[CH3:45][OH:46].[ClH:44].[Na+:38].[Na+:39].[O-:40][C:41](=[O:42])[O-:43].[OH2:37]>>[OH:6][c:7]1[c:8]([O:35][CH3:36])[cH:9][c:10]([CH:13]=[CH:14][CH:15]=[CH:16][C:17](=[O:18])[O:19][CH2:20][CH:21]=[C:22]([CH3:23])[CH2:24][CH2:25][CH:26]=[C:27]([CH3:28])[CH2:29][CH2:30][CH:31]=[C:32]([CH3:33])[CH3:34])[cH:11][cH:12]1. The reactants are CCCCCl, O=[N+]([O-])c1ccccc1CCl, NC(N)=S. As a reaction SMILES: [Cl:16][CH2:17][CH2:18][CH2:19][CH3:20].[N+:1](=[O:2])([O-:3])[c:4]1[c:5]([CH2:6][Cl:7])[cH:8][cH:9][cH:10][cH:11]1.[NH2:12][C:13]([NH2:14])=[S:15]>>[ClH:7].[N+:1](=[O:2])([O-:3])[c:4]1[c:5]([CH2:6][S:15][C:13](=[NH:12])[NH2:14])[cH:8][cH:9][cH:10][cH:11]1. The product is Cl, N=C(N)SCc1ccccc1[N+](=O)[O-].